From a dataset of the Open Reaction Database (ORD), a public repository of structured organic reaction records. describe an organic reaction: reactants, conditions, products, and yield The reactants are CCOC(=O)CCn1cnc(-c2ccccc2)c1, CCO. Yields the product O=C(O)CCn1cnc(-c2ccccc2)c1. RXN SMILES: [CH2:1]([CH3:2])[O:3][C:4]([CH2:5][CH2:6][n:7]1[cH:8][n:9][c:10](-[c:12]2[cH:13][cH:14][cH:15][cH:16][cH:17]2)[cH:11]1)=[O:18].[CH3:19][CH2:20][OH:21]>>[O:3]=[C:4]([CH2:5][CH2:6][n:7]1[cH:8][n:9][c:10](-[c:12]2[cH:13][cH:14][cH:15][cH:16][cH:17]2)[cH:11]1)[OH:18]. The reactants are FC1=NC=C(C=C1)C(F)(F)F (2-fluoro-5-(trifluoromethyl)pyridine), C1(=CC=CC=C1)NC(=O)N[C@H]1[C@@H](CCCC1)NC1CNCCC1 (1-phenyl-3-((1R,2R)-2-(piperidin-3-ylamino)cyclohexyl)urea), C1(=CC=CC=C1)NC(=O)N[C@H]1[C@@H](CCCC1)NC1CNCCC1 (1-phenyl-3-((1R,2R)-2-(piperidin-3-ylamino)cyclohexyl)urea). Product: C1(=CC=CC=C1)NC(=O)N[C@H]1[C@@H](CCCC1)N[C@@H]1CN(CCC1)C1=NC=C(C=C1)C(F)(F)F (1-Phenyl-3-((1R,2R)-2-((S)-1-(5-(trifluoromethyl)pyridin-2-yl)piperidin-3-ylamino)cyclohexyl)urea), white solid. Isolated yield 10.3%. RXN SMILES: [C:1]1([NH:7][C:8]([NH:10][C@@H:11]2[CH2:16][CH2:15][CH2:14][CH2:13][C@H:12]2[NH:17][CH:18]2[CH2:23][CH2:22][CH2:21][NH:20][CH2:19]2)=[O:9])[CH:6]=[CH:5][CH:4]=[CH:3][CH:2]=1.F[C:25]1[CH:30]=[CH:29][C:28]([C:31]([F:34])([F:33])[F:32])=[CH:27][N:26]=1>>[C:1]1([NH:7][C:8]([NH:10][C@@H:11]2[CH2:16][CH2:15][CH2:14][CH2:13][C@H:12]2[NH:17][C@H:18]2[CH2:23][CH2:22][CH2:21][N:20]([C:25]3[CH:30]=[CH:29][C:28]([C:31]([F:34])([F:33])[F:32])=[CH:27][N:26]=3)[CH2:19]2)=[O:9])[CH:2]=[CH:3][CH:4]=[CH:5][CH:6]=1. Reported procedure: 1-Phenyl-3-((1R,2R)-2-((S)-1-(5-(trifluoromethyl)pyridin-2-yl)piperidin-3-ylamino)cyclohexyl)urea was synthesized using 1-phenyl-3-((1R,2R)-2-(piperidin-3-ylamino)cyclohexyl)urea (from intermediate C, Example 1) (100 mg, 0.32 mmol) and 2-fluoro-5-(trifluoromethyl)pyridine (57.4 mg, 0.35 mmol) according to General Procedure A to give 15 mg (10.3%) of white solid. Anal. Calcd. for C24H30F3N5O m/z 461.2, found: 462.2 (M+H)+; 1H NMR (400 MHz, CD3OD) δ ppm 8.18 (m, 1H), 7.30 (m, 1H), 7.21 (m, 4H), 7.... Reactants: C=CC.CCC (propene propane), C=CC (propene), C1CN1P(=O)(N2CCOCC2)OC3=CC=C(C=C3)OP(=O)(N4CC4)N5CCOCC5 (A-195), C=CC (propene), O=O (oxygen), C=CC.CCC (propene propane), CCC (propane), C=CC (propene), CCC (propane), C=CC (propene), C=CC.CCC (propene propane), CCC (propane), C=CC.CCC (propene propane), CCC (propane). The product is C(=O)C=C (acrolein), C(C=C)(=O)O (acrylic acid). As a reaction SMILES: CCC.C=CC.CCC.C1N(P([O:21][C:22]2[CH:27]=[CH:26][C:25]([O:28]P(N3CCOCC3)(N3CC3)=O)=[CH:24][CH:23]=2)(N2CCOCC2)=O)C1.C=CC.[O:43]=O>>[CH:22]([CH:23]=[CH2:24])=[O:21].[C:25]([OH:28])(=[O:43])[CH:26]=[CH2:27] |f:1.2|. Reported procedure: If propane is used as a starting material, it can be converted into a propene/propane mixture by: catalytic oxydehydrogenation as described, for example, in Catalysis Today 24 (1995), 307–313 or U.S. Pat. No. 5,510,558; homogeneous oxydehydrogenation as described, for example, in EP-A-0 253 409, EP-A-0 293 224, DE-A-195 08 558 or EP-A-0 117 146. When a propene/propane mixture is used, propane acts as a diluent gas. Suitable propene/propane mixtures include refinery propene (70% of propene and 30... Reactants: [Li]CCCC, C1CCOC1, O=S(=O)(Cl)c1c(Cl)nc2sccn12, O=C(O)Cc1c[nH]c2ccccc12. Yields the product O=C(O)Cc1cn(S(=O)(=O)c2c(Cl)nc3sccn23)c2ccccc12. As a reaction SMILES: [CH2:14]([Li:15])[CH2:16][CH2:17][CH3:18].[CH2:32]1[O:33][CH2:34][CH2:35][CH2:36]1.[Cl:19][c:20]1[n:21][c:22]2[s:23][cH:24][cH:25][n:26]2[c:27]1[S:28](=[O:29])(=[O:30])[Cl:31].[nH:1]1[cH:2][c:3]([CH2:10][C:11](=[O:12])[OH:13])[c:4]2[cH:5][cH:6][cH:7][cH:8][c:9]12>>[n:1]1([S:28]([c:27]2[c:20]([Cl:19])[n:21][c:22]3[s:23][cH:24][cH:25][n:26]32)(=[O:29])=[O:30])[cH:2][c:3]([CH2:10][C:11](=[O:12])[OH:13])[c:4]2[cH:5][cH:6][cH:7][cH:8][c:9]12. Starting materials: FC=1C=C(C=CC1)[C@@H](CCO)N1C(C2(C3=CC=CC=C13)CCCCC2)=O (1′-[(1R)-1-(3-fluorophenyl)-3-hydroxypropyl]spiro [cyclohexane-1,3′-indol]-2′(1′H)-one), N1=CC=CC=C1 (pyridine), C=1(C(=CC=CC1)S(=O)(=O)Cl)C (toluenesufonyl chloride). Solvent: C(C)(=O)OCC (ethyl acetate). Reaction conditions: time 3 hour. The product is FC=1C=C(C=CC1)[C@@H](CCNC)N1C(C2(C3=CC=CC=C13)CCCCC2)=O (1′-[(1R)-1-(3-fluorophenyl)-3-(methylamino)propyl]spiro[cyclohexane-1,3′-indol]-2′(1′H)-one). Reaction SMILES: [F:1][C:2]1[CH:3]=[C:4]([C@H:8]([N:12]2[C:20]3[C:15](=[CH:16][CH:17]=[CH:18][CH:19]=3)[C:14]3([CH2:25][CH2:24][CH2:23][CH2:22][CH2:21]3)[C:13]2=[O:26])[CH2:9][CH2:10]O)[CH:5]=[CH:6][CH:7]=1.C1(C)C(S(Cl)(=O)=O)=CC=CC=1.[N:38]1C=CC=C[CH:39]=1>C(OCC)(=O)C>[F:1][C:2]1[CH:3]=[C:4]([C@H:8]([N:12]2[C:20]3[C:15](=[CH:16][CH:17]=[CH:18][CH:19]=3)[C:14]3([CH2:25][CH2:24][CH2:23][CH2:22][CH2:21]3)[C:13]2=[O:26])[CH2:9][CH2:10][NH:38][CH3:39])[CH:5]=[CH:6][CH:7]=1. Reported procedure: 1′-[(1R)-1-(3-fluorophenyl)-3-hydroxypropyl]spiro [cyclohexane-1,3′-indol]-2′(1′H)-one (0.26 g, 0.74 mmol) was dissolved in pyridine (4 mL) and toluenesufonyl chloride (0.21 g, 1.1 mmol) was added. Stirred for 3 hours then the reaction mixture was diluted with ethyl acetate and washed with water, 2N hydrochloric acid, saturated copper sulfate, 2N hydrochloric acid, and saturated brine. The organic layer was separated, dried over anhydrous magnesium sulfate, filtered, and concentrated in vacuo. T... Starting materials: C(CCCCCC(C)(C)C)(=O)Cl (neodecanoyl chloride), CC(C)(CCC(C)(OO)C)OO (2,5-dimethyl-2,5-dihydroperoxyhexane), S(=O)([O-])[O-].[Na+].[Na+] (sodium sulfite). The product is C(CCCCCC(C)(C)C)(=O)OOC(CCC(C)(C)O)(C)C (4-hydroxy-1,1,4,4-tetramethylbutyl peroxyneodecanoate). Isolated yield 55.1%. Reaction SMILES: [C:1](Cl)(=[O:11])[CH2:2][CH2:3][CH2:4][CH2:5][CH2:6][C:7]([CH3:10])([CH3:9])[CH3:8].[CH3:13][C:14]([O:23][OH:24])([CH2:16][CH2:17][C:18]([CH3:22])([O:20]O)[CH3:19])[CH3:15].S([O-])([O-])=O.[Na+].[Na+]>>[C:1]([O:24][O:23][C:14]([CH3:15])([CH3:13])[CH2:16][CH2:17][C:18]([OH:20])([CH3:22])[CH3:19])(=[O:11])[CH2:2][CH2:3][CH2:4][CH2:5][CH2:6][C:7]([CH3:9])([CH3:8])[CH3:10] |f:2.3.4|. Procedure details: Reacting neodecanoyl chloride with 2,5-dimethyl-2,5-dihydroperoxyhexane followed by reducing the intermediate product with a buffered sodium sulfite solution employing the same procedure as used in preparation of C-5 resulted in the preparation of 4-hydroxy-1,1,4,4-tetramethylbutyl peroxyneodecanoate. The liquid product had an assay of 91.7% and was obtained in a corrected yield of 55.1%. An infrared spectrum of the product showed a broad OH band centered at 3300 to 3500 cm-1. Starting materials: Cl (hydrochloric acid), O1C(=CC=C1CO)CO (2,5-furandimethanol), [H-].[Na+] (sodium hydride), S(=O)(=O)(OC)OC (dimethyl sulfate). Solvent: O1CCCC1 (tetrahydrofuran), CN(C=O)C (dimethylformamide). Run at time 2 hour. The product is COCC1=CC=C(O1)CO (5-methoxymethyl-2-furanmethanol). RXN SMILES: [O:1]1[C:5]([CH2:6][OH:7])=[CH:4][CH:3]=[C:2]1[CH2:8][OH:9].[H-].[Na+].S(OC)(O[CH3:16])(=O)=O.Cl>O1CCCC1.CN(C)C=O>[CH3:16][O:7][CH2:6][C:5]1[O:1][C:2]([CH2:8][OH:9])=[CH:3][CH:4]=1 |f:1.2|. Procedure details: 6.4 g of 2,5-furandimethanol were dissolved at 20° C. in 120 ml of tetrahydrofuran and 2.4 g of sodium hydride were added over 30 minutes. The mixture was stirred for 2 hours and 60 ml of dimethylformamide and 4.7 ml of dimethyl sulfate were added. The mixture was stirred for 16 hours at 20° C., poured into ice-cold water and acidified with hydrochloric acid. The mixture was extracted with isopropyl ether and the extract was washed with water and dried. The solvent was evaporated and the residue... Starting materials: [N+](=O)(O)[O-].[N+](=O)([O-])C=1C=C(C=CC1)NC(=N)N (3-nitrophenyl-guanidine nitrate), [OH-].[Na+] (sodium hydroxide), CN(C=CC(=O)C1=CC=NC=C1)C (3-dimethylamino-1-(4-pyridyl)-2-propen-1-one). The solvent is C(C)(C)O (isopropanol). Yields the product [N+](=O)([O-])C=1C=C(C=CC1)NC1=NC=CC(=N1)C1=CC=NC=C1 (N-(3-nitrophenyl)-4-(4-pyridyl)-2-pyrimidine-amine). As a reaction SMILES: [N+]([O-])(O)=O.[N+:5]([C:8]1[CH:9]=[C:10]([NH:14][C:15]([NH2:17])=[NH:16])[CH:11]=[CH:12][CH:13]=1)([O-:7])=[O:6].[OH-].[Na+].CN(C)[CH:22]=[CH:23][C:24]([C:26]1[CH:31]=[CH:30][N:29]=[CH:28][CH:27]=1)=O>C(O)(C)C>[N+:5]([C:8]1[CH:9]=[C:10]([NH:14][C:15]2[N:17]=[C:24]([C:26]3[CH:31]=[CH:30][N:29]=[CH:28][CH:27]=3)[CH:23]=[CH:22][N:16]=2)[CH:11]=[CH:12][CH:13]=1)([O-:7])=[O:6] |f:0.1,2.3|. Procedure: 1.38 g (5.68 mmol) of 3-nitrophenyl-guanidine nitrate and 0.25 g (6.24 mmol) of sodium hydroxide are added to a solution of 1 g (5.68 mmol) of 3-dimethylamino-1-(4-pyridyl)-2-propen-1-one [U.S. Pat. No. 4,281,000] in 8 ml of isopropanol. The yellow suspension is heated at reflux for 20 hours and then cooled to 0°. After washing with 30 ml of isopropanol the filtration residue is made into a slurry in succession in 15 ml of ethanol and then in 15 ml of water and filtered each time. Drying under H... The reactants are [H-].[Na+] (Sodium hydride), O=C1N(C(C2=CC=CC=C12)=O)CCC1=CNC2=CC=C(C=C12)C#N (3-[2-(1,3-dihydro-1,3-dioxo-2H-isoindol-2-yl)ethyl]-1H-indole-5-carbonitrile), C(C1=CC=CC=C1)Cl (benzyl chloride). The solvent is O (water), CN(C=O)C (dimethylformamide). Reaction conditions: time 0.5 hour. The product is O=C1N(C(C2=CC=CC=C12)=O)CCC1=CN(C2=CC=C(C=C12)C#N)CC1=CC=CC=C1 (3-[2-(1,3-Dihydro-1,3-dioxo-2H-isoindol-2-yl)ethyl]-1-(phenylmethyl)-1H-indole-5-carbonitrile). RXN SMILES: [H-].[Na+].[O:3]=[C:4]1[C:12]2[C:7](=[CH:8][CH:9]=[CH:10][CH:11]=2)[C:6](=[O:13])[N:5]1[CH2:14][CH2:15][C:16]1[C:24]2[C:19](=[CH:20][CH:21]=[C:22]([C:25]#[N:26])[CH:23]=2)[NH:18][CH:17]=1.[CH2:27](Cl)[C:28]1[CH:33]=[CH:32][CH:31]=[CH:30][CH:29]=1>CN(C)C=O.O>[O:13]=[C:6]1[C:7]2[C:12](=[CH:11][CH:10]=[CH:9][CH:8]=2)[C:4](=[O:3])[N:5]1[CH2:14][CH2:15][C:16]1[C:24]2[C:19](=[CH:20][CH:21]=[C:22]([C:25]#[N:26])[CH:23]=2)[N:18]([CH2:27][C:28]2[CH:33]=[CH:32][CH:31]=[CH:30][CH:29]=2)[CH:17]=1 |f:0.1|. Procedure: Sodium hydride (0.16 g) was added to a solution of 3-[2-(1,3-dihydro-1,3-dioxo-2H-isoindol-2-yl)ethyl]-1H-indole-5-carbonitrile (2.0 g) in dry dimethylformamide (40 ml) under nitrogen. After 0.5 hour. benzyl chloride was added and after a further 2 hours the mixture was diluted with water (150 ml) and extracted with ethyl acetate (3×40 ml). Evaporation of the washed (H2O) and dried (MgSO4) extract gave a red oil which was triturated with ether and then crystallised from ethanol to give the title... The reactants are ClC=1C=CC(=C(C1)C(NC(=O)C1CCOCC1)C#N)OC (N-((5-chloro-2-methoxyphenyl)(cyano)methyl)tetrahydro-2H-pyran-4-carboxamide), NC(C(C1=C(C=CC(=C1)Cl)OC)NC(CC(C)(C)O[Si](C)(C)C(C)(C)C)=O)=O (N-(2-amino-1-(5-chloro-2-methoxyphenyl)-2-oxoethyl)-3-(tert-butyldimethylsilyloxy)-3-methylbutanamide). Product: NC(C(C1=C(C=CC(=C1)Cl)OC)NC(=O)C1CCOCC1)=O (N-(2-amino-1-(5-chloro-2-methoxyphenyl)-2-oxoethyl)tetrahydro-2H-pyran-4-carboxamide). As a reaction SMILES: [Cl:1][C:2]1[CH:3]=[CH:4][C:5]([O:20][CH3:21])=[C:6]([CH:8]([C:18]#[N:19])[NH:9][C:10]([CH:12]2[CH2:17][CH2:16][O:15][CH2:14][CH2:13]2)=[O:11])[CH:7]=1.NC(=O)C(NC(=O)CC(O[Si](C(C)(C)C)(C)C)(C)C)C1C=C(Cl)C=CC=1[O:32]C>>[NH2:19][C:18](=[O:32])[CH:8]([NH:9][C:10]([CH:12]1[CH2:13][CH2:14][O:15][CH2:16][CH2:17]1)=[O:11])[C:6]1[CH:7]=[C:2]([Cl:1])[CH:3]=[CH:4][C:5]=1[O:20][CH3:21]. Procedure details: Using N-((5-chloro-2-methoxyphenyl)(cyano)methyl)tetrahydro-2H-pyran-4-carboxamide, the title compound was prepared following the synthetic procedures described for N-(2-amino-1-(5-chloro-2-methoxyphenyl)-2-oxoethyl)-3-(tert-butyldimethylsilyloxy)-3-methylbutanamide to give N-(2-amino-1-(5-chloro-2-methoxyphenyl)-2-oxoethyl)tetrahydro-2H-pyran-4-carboxamide as a white solid. LCMS (ESI) m+H=327.3; 1H NMR (400 MHz, DMSO-d6): δ 8.30 (d, br, 1H); 7.31-7.31 (m, 2H); 7.24 (s, br, 1H); 7.13 (s, br, 1H)...